Dataset: the Open Reaction Database (ORD), a public repository of structured organic reaction records. Task: describe an organic reaction: reactants, conditions, products, and yield Starting materials: Cl.COC=1C=C2C(N(C=NC2=CC1OCC1CCNCC1)COC(C(C)(C)C)=O)=O (6-methoxy-7-(piperidin-4-ylmethoxy)-3-((pivaloyloxy)methyl)-3,4-dihydroquinazolin-4-one hydrochloride), [OH-].[Na+] (sodium hydroxide). The solvent is O (water). Reaction conditions: temperature 0 celsius. Yields the product COC=1C=C2C(N(C=NC2=CC1OCC1CCNCC1)COC(C(C)(C)C)=O)=O (6-methoxy-7-(piperidin-4-ylmethoxy)-3-((pivaloyloxy)methyl)-3,4-dihydroquinazolin-4-one). Isolated yield 85.6%. Reaction SMILES: Cl.[CH3:2][O:3][C:4]1[CH:5]=[C:6]2[C:11](=[CH:12][C:13]=1[O:14][CH2:15][CH:16]1[CH2:21][CH2:20][NH:19][CH2:18][CH2:17]1)[N:10]=[CH:9][N:8]([CH2:22][O:23][C:24](=[O:29])[C:25]([CH3:28])([CH3:27])[CH3:26])[C:7]2=[O:30].[OH-].[Na+]>O>[CH3:2][O:3][C:4]1[CH:5]=[C:6]2[C:11](=[CH:12][C:13]=1[O:14][CH2:15][CH:16]1[CH2:17][CH2:18][NH:19][CH2:20][CH2:21]1)[N:10]=[CH:9][N:8]([CH2:22][O:23][C:24](=[O:29])[C:25]([CH3:26])([CH3:27])[CH3:28])[C:7]2=[O:30] |f:0.1,2.3|. Procedure: To a suspension of 6-methoxy-7-(piperidin-4-ylmethoxy)-3-((pivaloyloxy)methyl)-3,4-dihydroquinazolin-4-one hydrochloride (34 g, 84 mmol), (prepared as described for the starting material in Example 12), in water cooled at 0° C. was added 1N sodium hydroxide until the mixture was at pH8. The solution was extracted with trichloromethane and the organic layer was dried (MgSO4), filtered and evaporated to give 6-methoxy-7-(piperidin-4-ylmethoxy)-3-((pivaloyloxy)methyl)-3,4-dihydroquinazolin-4-one (2... The reactants are C(#N)C1=NC=2CCCC(C2C=C1)N(CCCCC(=O)OCC)CCC1=C(C=CC=C1)OC (ethyl 5-{(2-cyano-5,6,7,8-tetrahydroquinolin-5-yl)[2-(2-methoxyphenyl)ethyl]amino}pentanoate), C(C)(=O)OCC (ethyl acetate). The solvent is Br (hydrobromic acid). Conditions: temperature 120 celsius, time 5 hour. The product is C(C)OC(CCCCN(C1C=2C=CC(=NC2CCC1)C(=O)OCC)CCC1=C(C=CC=C1)O)=O (rac-Ethyl 5-{(5-ethoxy-5-oxopentyl)[2-(2-hydroxyphenyl)ethyl]amino}-5,6,7,8-tetrahydroquinoline-2-carboxylate). As a reaction SMILES: C([C:3]1[CH:12]=[CH:11][C:10]2[CH:9]([N:13]([CH2:23][CH2:24][C:25]3[CH:30]=[CH:29][CH:28]=[CH:27][C:26]=3[O:31]C)[CH2:14][CH2:15][CH2:16]CC(OCC)=O)[CH2:8][CH2:7][CH2:6][C:5]=2[N:4]=1)#N.[C:33]([O:36][CH2:37][CH3:38])(=[O:35])[CH3:34]>Br>[CH2:37]([O:36][C:33](=[O:35])[CH2:34][CH2:16][CH2:15][CH2:14][N:13]([CH2:23][CH2:24][C:25]1[CH:30]=[CH:29][CH:28]=[CH:27][C:26]=1[OH:31])[CH:9]1[CH2:8][CH2:7][CH2:6][C:5]2[N:4]=[C:3]([C:33]([O:36][CH2:37][CH3:38])=[O:35])[CH:12]=[CH:11][C:10]1=2)[CH3:38]. Reported procedure: Under nitrogen, 23.23 g (0.05 mol) of ethyl 5-{(2-cyano-5,6,7,8-tetrahydroquinolin-5-yl)[2-(2-methoxyphenyl)ethyl]amino}pentanoate were taken up in 175 ml of hydrobromic acid (48% in water). The syrup-like solution was then heated to 120° C. and stirred at this temperature for 5 hours. The clear yellow reaction solution was then cooled to room temperature and concentrated to dryness. Subsequently, 350 ml of anhydrous ethanol and 25 ml of a 4 N solution of hydrogen chloride in dioxane were added ... The reactants are C(OCCCCCBr)(OC\C(=C(/CO[Si](C)(C)C(C)(C)C)\C1=CC=CC=C1)\C1=CC=C(C=C1)S(=O)(=O)C)=O (5-bromopentyl (2Z)-4-{[tert-butyl(dimethyl)silyl]oxy}-2-[4-(methylsulfonyl)phenyl]-3-phenylbut-2-enyl carbonate). The solvent is CC#N (MeCN), C1(=CC=CC=C1)C (toluene). Reaction conditions: time 2 hour. The product is C(OCCCCCBr)(OC\C(=C(/CO)\C1=CC=CC=C1)\C1=CC=C(C=C1)S(=O)(=O)C)=O (5-bromopentyl (2Z)-4-hydroxy-2-[4-(methylsulfonyl)phenyl]-3-phenylbut-2-enyl carbonate). As a reaction SMILES: [C:1](=[O:38])([O:9][CH2:10]/[C:11](/[C:28]1[CH:33]=[CH:32][C:31]([S:34]([CH3:37])(=[O:36])=[O:35])=[CH:30][CH:29]=1)=[C:12](/[C:22]1[CH:27]=[CH:26][CH:25]=[CH:24][CH:23]=1)\[CH2:13][O:14][Si](C(C)(C)C)(C)C)[O:2][CH2:3][CH2:4][CH2:5][CH2:6][CH2:7][Br:8]>CC#N.C1(C)C=CC=CC=1>[C:1](=[O:38])([O:9][CH2:10]/[C:11](/[C:28]1[CH:33]=[CH:32][C:31]([S:34]([CH3:37])(=[O:35])=[O:36])=[CH:30][CH:29]=1)=[C:12](/[C:22]1[CH:27]=[CH:26][CH:25]=[CH:24][CH:23]=1)\[CH2:13][OH:14])[O:2][CH2:3][CH2:4][CH2:5][CH2:6][CH2:7][Br:8]. Procedure details: A mixture of 5-bromopentyl (2Z)-4-{[tert-butyl(dimethyl)silyl]oxy}-2-[4-(methylsulfonyl)phenyl]-3-phenylbut-2-enyl carbonate (1 eq) and PyrHF (excess) in MeCN (0.25 M) was stirred at rt for 2 h, diluted with 5 volumes of toluene, filtered through a pad of silica gel eluted with 70% EtOAc/hexanes to give the titled compound. Starting materials: [BH4-].[Na+] (sodium borohydride), C(=O)C1=CC=C(OCCCCOC2=CC=C(C=C2)C=O)C=C1 (1,4-Bis(4-formylphenoxy)butane), Cl (hydrochloric acid). Solvent: O1C(CCC1)CO (tetrahydrofuran-methanol). Reaction conditions: time 1.5 hour. Yields the product OCC1=CC=C(OCCCCOC2=CC=C(C=C2)CO)C=C1 (1,4-bis(4-hydroxymethylphenoxy)butane). The yield is 83.8%. Reaction SMILES: [CH:1]([C:3]1[CH:22]=[CH:21][C:6]([O:7][CH2:8][CH2:9][CH2:10][CH2:11][O:12][C:13]2[CH:18]=[CH:17][C:16]([CH:19]=[O:20])=[CH:15][CH:14]=2)=[CH:5][CH:4]=1)=[O:2].[BH4-].[Na+].Cl>O1CCCC1CO>[OH:20][CH2:19][C:16]1[CH:15]=[CH:14][C:13]([O:12][CH2:11][CH2:10][CH2:9][CH2:8][O:7][C:6]2[CH:5]=[CH:4][C:3]([CH2:1][OH:2])=[CH:22][CH:21]=2)=[CH:18][CH:17]=1 |f:1.2|. Reported procedure: 1,4-Bis(4-formylphenoxy)butane (3.98 g) was dissolved in 10.5 ml of tetrahydrofuran-methanol (5:1), 1.23 g of sodium borohydride was added to the solution which was cooled on ice-water, and the resulting mixture was stirred for 1.5 hours at room temperature. Then, 100 ml of 1N hydrochloric acid was added and the mixture was again stirred at room temperature to collect the thus formed precipitate by filtration. The thus obtained crude product was washed with water and methanol in that order and d... The reactants are OC1=CC=NN1C1=NC=CC(=C1)C#N (2-(5-hydroxy-1H-pyrazol-1-yl)pyridine-4-carbonitrile), ClC1=CC(=C(C=C1)CO)C ((4-chloro-2-methylphenyl)methanol). Yields the product ClC1=CC(=C(C=C1)COC1=CC=NN1C1=NC=CC(=C1)C#N)C (2-[5-[(4-chloro-2-methylphenyl)methoxy]pyrazol-1-yl]pyridine-4-carbonitrile). Reaction SMILES: [OH:1][C:2]1[N:6]([C:7]2[CH:12]=[C:11]([C:13]#[N:14])[CH:10]=[CH:9][N:8]=2)[N:5]=[CH:4][CH:3]=1.[Cl:15][C:16]1[CH:21]=[CH:20][C:19]([CH2:22]O)=[C:18]([CH3:24])[CH:17]=1>>[Cl:15][C:16]1[CH:21]=[CH:20][C:19]([CH2:22][O:1][C:2]2[N:6]([C:7]3[CH:12]=[C:11]([C:13]#[N:14])[CH:10]=[CH:9][N:8]=3)[N:5]=[CH:4][CH:3]=2)=[C:18]([CH3:24])[CH:17]=1. Procedure details: The title compound was prepared from 2-(5-hydroxy-1H-pyrazol-1-yl)pyridine-4-carbonitrile and (4-chloro-2-methylphenyl)methanol according to the procedure for the preparation of Example 39, part C. 1H NMR (400 MHz, CDCl3): δ 2.36 (3H, s), 5.18 (2H, s), 5.77 (1H, d, J=2.0 Hz), 7.18-7.22 (2H, m), 7.34 (1H, d, J=8.0 Hz), 7.39 (1H, dd, J=1.2 Hz, J=5.2 Hz), 7.58 (1H, d, J=2.0 Hz), 8.00 (1H, s), 8.67 (1H, d, J=5.2 Hz). [M+H] Calc'd for C17H13ClN4O, 325. Found, 325.